This data is from the Open Reaction Database (ORD), a public repository of structured organic reaction records. The task is: describe an organic reaction: reactants, conditions, products, and yield The reactants are CC(=O)OCC1=C(N2[C@@H]([C@@H](C2=O)NC(=O)CCC[C@H](C(=O)O)N)SC1)C(=O)O (cephalosporin C), CC(=O)OCC1=C(N2[C@@H]([C@@H](C2=O)NC(=O)CCCC(=O)O)SC1)C(=O)O (glutaryl-7-amino cephalosporanic acid), CC(=O)OCC1=C(N2[C@@H]([C@@H](C2=O)NC(=O)CCCC(=O)O)SC1)C(=O)O (glutaryl-7-amino-cephalosporanic acid), D-amino acid. Yields the product CC(=O)OCC1=C(N2[C@@H]([C@@H](C2=O)N)SC1)C(=O)O (7-ACA). RXN SMILES: [CH3:1][C:2]([O:4][CH2:5][C:6]1[CH2:25][S:24][C@@H:9]2[C@H:10]([NH:13]C(CCC[C@@H](N)C(O)=O)=O)[C:11](=[O:12])[N:8]2[C:7]=1[C:26]([OH:28])=[O:27])=[O:3].CC(OCC1CS[C@@H]2[C@H](NC(CCCC(O)=O)=O)C(=O)N2C=1C(O)=O)=O>>[CH3:1][C:2]([O:4][CH2:5][C:6]1[CH2:25][S:24][C@@H:9]2[C@H:10]([NH2:13])[C:11](=[O:12])[N:8]2[C:7]=1[C:26]([OH:28])=[O:27])=[O:3]. Reported procedure: or enzymatically, e.g. by action of an acylase; or by conversion of cephalosporin C into glutaryl-7-amino-cephalosporanic acid, e.g. by action of a D-amino acid oxidase, enzymatically hydrolysing a glutaryl-7-amino cephalosporanic acid to obtain 7-ACA, e.g. in a basic medium, neutral or slightly acidic medium, optionally purifying the reaction solution with an appropriate ion exchanger or adsorber resin, and precipitating 7-ACA, e.g. by adjustment of the pH (around the isoelectric point), e.g. b... Starting materials: COc1cc(C(=O)O)ccc1C(C)(C)C, C1CCOC1. The product is COc1cc(CO)ccc1C(C)(C)C. As a reaction SMILES: [C:1]([CH3:2])([CH3:3])([CH3:4])[c:5]1[c:6]([O:14][CH3:15])[cH:7][c:8]([C:9](=[O:10])[OH:11])[cH:12][cH:13]1.[CH2:16]1[O:17][CH2:18][CH2:19][CH2:20]1>>[C:1]([CH3:2])([CH3:3])([CH3:4])[c:5]1[c:6]([O:14][CH3:15])[cH:7][c:8]([CH2:9][OH:10])[cH:12][cH:13]1. The reactants are [BH4-].[Na+] (sodium borohydride), C([O-])(O)=O.[Na+] (sodium bicarbonate), FC(C(F)(F)F)(OC1=CC=C(C=C1)N1N=C(N=C1)C1=CC=C(C=O)C=C1)F (4-(1-(4-(perfluoroethoxy)phenyl)-1H-1,2,4-triazol-3-yl)benzaldehyde), Cl (hydrogen chloride). Solvent: CO (methanol), C(C)(=O)OCC (ethyl acetate). Run at time 1 hour. The product is FC(C(F)(F)F)(OC1=CC=C(C=C1)N1N=C(N=C1)C1=CC=C(C=C1)CO)F ((4-(1-(4-(perfluoroethoxy)phenyl)-1H-1,2,4-triazol-3-yl)phenyl)methanol). Yield: 99.8%. As a reaction SMILES: [F:1][C:2]([F:27])([O:7][C:8]1[CH:13]=[CH:12][C:11]([N:14]2[CH:18]=[N:17][C:16]([C:19]3[CH:26]=[CH:25][C:22]([CH:23]=[O:24])=[CH:21][CH:20]=3)=[N:15]2)=[CH:10][CH:9]=1)[C:3]([F:6])([F:5])[F:4].[BH4-].[Na+].Cl.C(=O)(O)[O-].[Na+]>CO.C(OCC)(=O)C>[F:27][C:2]([F:1])([O:7][C:8]1[CH:13]=[CH:12][C:11]([N:14]2[CH:18]=[N:17][C:16]([C:19]3[CH:26]=[CH:25][C:22]([CH2:23][OH:24])=[CH:21][CH:20]=3)=[N:15]2)=[CH:10][CH:9]=1)[C:3]([F:6])([F:5])[F:4] |f:1.2,4.5|. Procedure details: To 4-(1-(4-(perfluoroethoxy)phenyl)-1H-1,2,4-triazol-3-yl)benzaldehyde (WO 2011/017513) (3.00 g, 7.83 mmol) in methanol (40 mL) cooled to 0° C. was added sodium borohydride (0.296 g, 7.83 mmol). The reaction mixture was stirred for 1 hour. The mixture was acidified with aqueous hydrogen chloride (1 N) and diluted with ethyl acetate. The pH was adjusted to 7 by aqueous sodium bicarbonate. The organic phase separated, rinsed with saturated aqueous sodium bicarbonate, brine, dried over magnesium su... Reactants: ClC=1C=CC=2N(N=C3C2C1C(C1=C(C=CC(=C13)OCC1=CC=CC=C1)OCC1=CC=CC=C1)=O)CCO (5-chloro-2-(2-hydroxyethyl)-7,10-bis(phenylmethoxy)anthra[1,9-cd]-pyrazol-6(2H)-one), NCCNCCN (diethylenetriamine), C([O-])([O-])=O.[K+].[K+] (potassium carbonate). The solvent is N1=CC=CC=C1 (pyridine). Yields the product NCCNCCNC=1C=CC=2N(N=C3C2C1C(C1=C(C=CC(=C13)O)O)=O)CCO (5-[[2-[(2-Aminoethyl)amino]ethyl]amino]-7,10-dihydroxy-2-(2-hydroxyethyl)anthra[1,9-cd]-pyrazol-6(2H)-one). Isolated yield 78.0%. RXN SMILES: Cl[C:2]1[CH:3]=[CH:4][C:5]2[N:6]([CH2:35][CH2:36][OH:37])[N:7]=[C:8]3[C:17]4[C:12](=[C:13]([O:26]CC5C=CC=CC=5)[CH:14]=[CH:15][C:16]=4[O:18]CC4C=CC=CC=4)[C:11](=[O:34])[C:10]=1[C:9]=23.[NH2:38][CH2:39][CH2:40][NH:41][CH2:42][CH2:43][NH2:44].C(=O)([O-])[O-].[K+].[K+]>N1C=CC=CC=1>[NH2:38][CH2:39][CH2:40][NH:41][CH2:42][CH2:43][NH:44][C:2]1[CH:3]=[CH:4][C:5]2[N:6]([CH2:35][CH2:36][OH:37])[N:7]=[C:8]3[C:17]4[C:12](=[C:13]([OH:26])[CH:14]=[CH:15][C:16]=4[OH:18])[C:11](=[O:34])[C:10]=1[C:9]=23 |f:2.3.4|. Reported procedure: A mixture of 5.1 g (10 mmol) of 5-chloro-2-(2-hydroxyethyl)-7,10-bis(phenylmethoxy)anthra[1,9-cd]-pyrazol-6(2H)-one, 10 g (100 mmol) of diethylenetriamine, 1.4 g (10 mmol) of anhydrous potassium carbonate, and 60 ml of pyridine is heated at reflux for 28 hours. The mixture is cooled, the solids are collected by filtration then washed sequentially with water and 2-propanol to give 3.1 g of the product; mp 185°-190° C. Starting materials: ClC1=NC=C(C(=O)NC2=CC=C(C=C2)OC(F)(F)F)C=C1C1=CC=NN1 (6-chloro-5-(1H-pyrazol-5-yl)-N-(4-(trifluoromethoxy)phenyl)nicotinamide), F[C@H]1[C@@H](CNC1)O (trans-4-fluoropyrrolidin-3-ol). Product: F[C@@H]1CN(C[C@H]1O)C1=NC=C(C(=O)NC2=CC=C(C=C2)OC(F)(F)F)C=C1C1=CC=NN1 (6-(trans-3-Fluoro-4-hydroxypyrrolidin-1-yl)-5-(1H-pyrazol-5-yl)-N-(4-(trifluoromethoxy)phenyl)nicotinamide). As a reaction SMILES: Cl[C:2]1[C:21]([C:22]2[NH:26][N:25]=[CH:24][CH:23]=2)=[CH:20][C:5]([C:6]([NH:8][C:9]2[CH:14]=[CH:13][C:12]([O:15][C:16]([F:19])([F:18])[F:17])=[CH:11][CH:10]=2)=[O:7])=[CH:4][N:3]=1.[F:27][C@@H:28]1[CH2:32][NH:31][CH2:30][C@H:29]1[OH:33]>>[F:27][C@H:28]1[C@H:29]([OH:33])[CH2:30][N:31]([C:2]2[C:21]([C:22]3[NH:26][N:25]=[CH:24][CH:23]=3)=[CH:20][C:5]([C:6]([NH:8][C:9]3[CH:10]=[CH:11][C:12]([O:15][C:16]([F:19])([F:17])[F:18])=[CH:13][CH:14]=3)=[O:7])=[CH:4][N:3]=2)[CH2:32]1. Reported procedure: The title compound was prepared in an analogous fashion to that described in Example 38 using 6-chloro-5-(1H-pyrazol-5-yl)-N-(4-(trifluoromethoxy)phenyl)nicotinamide (Stage 38.1) and trans-4-fluoropyrrolidin-3-ol (Stage 74.1). The product was purified by chromatography on Silica gel, preparative TLC (eluent EtOAc), followed by preparative SFC (Column 2-EP, from 17-22% in 6 min) to afford the title product as a white solid. UPLC-MS (Condition 8) tR=0.94 min, m/z=452.1 [M+H]+; 1H-NMR (600 MHz, DMS...